From a dataset of the Open Reaction Database (ORD), a public repository of structured organic reaction records. describe an organic reaction: reactants, conditions, products, and yield Reactants: CCCN(CCO)C(=O)OC(C)(C)C, Cc1ccccc1, Cc1nc(Cl)ccc1[N+](=O)[O-], [LiH]. The product is CCCN(CCOc1ccc([N+](=O)[O-])c(C)n1)C(=O)OC(C)(C)C. As a reaction SMILES: [C:12]([CH3:13])([CH3:14])([CH3:15])[O:16][C:17]([N:18]([CH2:19][CH2:20][CH3:21])[CH2:22][CH2:23][OH:24])=[O:25].[CH3:27][c:28]1[cH:29][cH:30][cH:31][cH:32][cH:33]1.[Cl:1][c:2]1[cH:3][cH:4][c:5]([N+:9](=[O:10])[O-:11])[c:6]([CH3:8])[n:7]1.[LiH:26]>>[c:2]1([O:24][CH2:23][CH2:22][N:18]([C:17]([O:16][C:12]([CH3:13])([CH3:14])[CH3:15])=[O:25])[CH2:19][CH2:20][CH3:21])[cH:3][cH:4][c:5]([N+:9](=[O:10])[O-:11])[c:6]([CH3:8])[n:7]1. The reactants are C(C)(C)(C)OC(=O)N1CCC(CC1)C(=O)O (4-carboxy-piperidine-1-carboxylic acid-t-butyl ester), B (borane). The solvent is O1CCCC1 (tetrahydrofuran), O1CCCC1 (tetrahydrofuran). Conditions: time 4 hour. Product: C(C)(C)(C)OC(=O)N1CCC(CC1)CO (4-hydroxymethyl-piperidine-1-carboxylic acid t-butyl ester). Yield: 100.0%. Reaction SMILES: [C:1]([O:5][C:6]([N:8]1[CH2:13][CH2:12][CH:11]([C:14](O)=[O:15])[CH2:10][CH2:9]1)=[O:7])([CH3:4])([CH3:3])[CH3:2].B>O1CCCC1>[C:1]([O:5][C:6]([N:8]1[CH2:13][CH2:12][CH:11]([CH2:14][OH:15])[CH2:10][CH2:9]1)=[O:7])([CH3:4])([CH3:3])[CH3:2]. Procedure details: To a 0° C. solution of 15.0 g (65.5 mmole) of the 4-carboxy-piperidine-1-carboxylic acid-t-butyl ester produced above, in 200 ml of dry tetrahydrofuran, under nitrogen gas, was added 98.2 ml (98.2 mmole) of 1.0 M borane in tetrahydrofuran over 10 minutes. The reaction mixture was stirred an additional 4 hours at room temperature, quenched with 500 ml of aqueous saturated sodium bicarbonate and extracted with ethyl acetate. The organic layer was dried with magnesium sulfate and concentrated to gi... Reactants: NC[C@H]1N(CCC[C@H]1C)C(=O)C1=C(C=CC(=C1)F)N1N=CC=N1 (((2S,3R)-2-(aminomethyl)-3-methylpiperidin-1-yl)(5-fluoro-2-(2H-1,2,3-triazol-2-yl)phenyl)methanone), BrC1=NC=C(C=C1)Cl (2-bromo-5-chloropyridine). Yields the product ClC=1C=CC(=NC1)NC[C@H]1N(CCC[C@H]1C)C(=O)C1=C(C=CC(=C1)F)N1N=CC=N1 (((2S,3R)-2-(((5-Chloropyridin-2-yl)amino)methyl)-3-methylpiperidin-1-yl)(5-fluoro-2-(2H-1,2,3-triazol-2-yl)phenyl)methanone). RXN SMILES: [NH2:1][CH2:2][C@@H:3]1[C@H:8]([CH3:9])[CH2:7][CH2:6][CH2:5][N:4]1[C:10]([C:12]1[CH:17]=[C:16]([F:18])[CH:15]=[CH:14][C:13]=1[N:19]1[N:23]=[CH:22][CH:21]=[N:20]1)=[O:11].Br[C:25]1[CH:30]=[CH:29][C:28]([Cl:31])=[CH:27][N:26]=1>>[Cl:31][C:28]1[CH:29]=[CH:30][C:25]([NH:1][CH2:2][C@@H:3]2[C@H:8]([CH3:9])[CH2:7][CH2:6][CH2:5][N:4]2[C:10]([C:12]2[CH:17]=[C:16]([F:18])[CH:15]=[CH:14][C:13]=2[N:19]2[N:23]=[CH:22][CH:21]=[N:20]2)=[O:11])=[N:26][CH:27]=1. Procedure details: The title compound was prepared following the same general protocol as described for Example A44 using ((2S,3R)-2-(aminomethyl)-3-methylpiperidin-1-yl)(5-fluoro-2-(2H-1,2,3-triazol-2-yl)phenyl)methanone and 2-bromo-5-chloropyridine. MS (ESI) 429 (M+H). Starting materials: C(C)(C)C1=C(C=CC=C1)NC#N (o-isopropylphenylcyanamide), Cl.C1(=CC=CC2=CC=CC=C12)N (1-naphthylamine hydrochloride). Reagents/catalysts: NC1=CC=CC2=CC=CC=C12 (1-aminonaphthalene). Solvent: ClC1=CC=CC=C1 (chlorobenzene). The product is C1(=CC=CC2=CC=CC=C12)NC(=N)NC1=C(C=CC=C1)C(C)C (N-(1-naphthyl)-N'-(o-isopropylphenyl)guanidine). Isolated yield 44.0%. As a reaction SMILES: [CH:1]([C:4]1[CH:9]=[CH:8][CH:7]=[CH:6][C:5]=1[NH:10][C:11]#[N:12])([CH3:3])[CH3:2].Cl.[C:14]1([NH2:24])[C:23]2[C:18](=[CH:19][CH:20]=[CH:21][CH:22]=2)[CH:17]=[CH:16][CH:15]=1>ClC1C=CC=CC=1.NC1C2C(=CC=CC=2)C=CC=1>[C:14]1([NH:24][C:11]([NH:10][C:5]2[CH:6]=[CH:7][CH:8]=[CH:9][C:4]=2[CH:1]([CH3:3])[CH3:2])=[NH:12])[C:23]2[C:18](=[CH:19][CH:20]=[CH:21][CH:22]=2)[CH:17]=[CH:16][CH:15]=1 |f:1.2|. Procedure details: A solution of o-isopropylphenylcyanamide (1.13 g, 7.05 mmol), 1-naphthylamine hydrochloride (1.1 g, 7.04 mmol) and 1-aminonaphthalene (14.38 mg, 0.1 mmol) in chlorobenzene (20 ml) was heated to 150° C. for 4 hours and at room temperature for 10 hours. It was concentrated and the residue was partitioned between dichloromethane and 10% NaOH solution. The organic layer was concentrated and the resulting solid was recrystallized from EtOH-H2O (10:1) to give N-(1-naphthyl)-N'-(o-isopropylphenyl)guani... The reactants are C#CCCCO, [I-], FC(F)(F)Oc1cccc(I)c1, c1ccc(P(c2ccccc2)(c2ccccc2)[Pd](P(c2ccccc2)(c2ccccc2)c2ccccc2)(P(c2ccccc2)(c2ccccc2)c2ccccc2)P(c2ccccc2)(c2ccccc2)c2ccccc2)cc1. Product: OCCCC#Cc1cccc(OC(F)(F)F)c1. Reaction SMILES: [CH2:13]([CH2:14][CH2:15][C:16]#[CH:17])[OH:18].[I-:19].[I:1][c:2]1[cH:3][c:4]([O:8][C:9]([F:10])([F:11])[F:12])[cH:5][cH:6][cH:7]1.[cH:20]1[cH:21][cH:22][c:23]([P:24]([Pd:25]([P:26]([c:27]2[cH:28][cH:29][cH:30][cH:31][cH:32]2)([c:33]2[cH:34][cH:35][cH:36][cH:37][cH:38]2)[c:39]2[cH:40][cH:41][cH:42][cH:43][cH:44]2)([P:45]([c:46]2[cH:47][cH:48][cH:49][cH:50][cH:51]2)([c:52]2[cH:53][cH:54][cH:55][cH:56][cH:57]2)[c:58]2[cH:59][cH:60][cH:61][cH:62][cH:63]2)[P:64]([c:65]2[cH:66][cH:67][cH:68][cH:69][cH:70]2)([c:71]2[cH:72][cH:73][cH:74][cH:75][cH:76]2)[c:77]2[cH:78][cH:79][cH:80][cH:81][cH:82]2)([c:83]2[cH:84][cH:85][cH:86][cH:87][cH:88]2)[c:89]2[cH:90][cH:91][cH:92][cH:93][cH:94]2)[cH:95][cH:96]1>>[c:2]1([C:17]#[C:16][CH2:15][CH2:14][CH2:13][OH:18])[cH:3][c:4]([O:8][C:9]([F:10])([F:11])[F:12])[cH:5][cH:6][cH:7]1. Starting materials: COC(=O)C=1C(NN=C(C1)C1=CC=C(C=C1)OC)=O (4-methoxycarbonyl-6-(4-methoxyphenyl)-2H-pyridazin-3-one), C1(=CC=CC=C1)CCCBr (3-phenylpropyl bromide). The product is COC(=O)C=1C(N(N=C(C1)C1=CC=C(C=C1)OC)CCCC1=CC=CC=C1)=O (4-Methoxycarbonyl-6-(4-methoxyphenyl)-2-(3-phenylpropyl)-2H-pyridazin-3-one). Yield: 94.0%. RXN SMILES: [CH3:1][O:2][C:3]([C:5]1[C:6](=[O:19])[NH:7][N:8]=[C:9]([C:11]2[CH:16]=[CH:15][C:14]([O:17][CH3:18])=[CH:13][CH:12]=2)[CH:10]=1)=[O:4].[C:20]1([CH2:26][CH2:27][CH2:28]Br)[CH:25]=[CH:24][CH:23]=[CH:22][CH:21]=1>>[CH3:1][O:2][C:3]([C:5]1[C:6](=[O:19])[N:7]([CH2:28][CH2:27][CH2:26][C:20]2[CH:25]=[CH:24][CH:23]=[CH:22][CH:21]=2)[N:8]=[C:9]([C:11]2[CH:16]=[CH:15][C:14]([O:17][CH3:18])=[CH:13][CH:12]=2)[CH:10]=1)=[O:4]. Procedure details: Using 4-methoxycarbonyl-6-(4-methoxyphenyl)-2H-pyridazin-3-one and 3-phenylpropyl bromide as starting materials, the procedures of Example 1 were repeated likewise, whereby the title compound was obtained in a yield of 94.0%. Yields the product N=c1ncccn1CSc1ccccc1Br. As a reaction SMILES: [CH3:1][O-:2].[CH3:21][OH:22].[Cl-:4].[NH2:5][c:6]1[n+:7]([CH2:12][S:13][c:14]2[c:15]([Br:20])[cH:16][cH:17][cH:18][cH:19]2)[cH:8][cH:9][cH:10][n:11]1.[Na+:3]>>[NH:5]=[c:6]1[n:7]([CH2:12][S:13][c:14]2[c:15]([Br:20])[cH:16][cH:17][cH:18][cH:19]2)[cH:8][cH:9][cH:10][n:11]1. The reactants are C[O-], CO, [Cl-], Nc1nccc[n+]1CSc1ccccc1Br, [Na+]. Reactants: C1(CC1)C(=O)N1[C@H](CCC2=C(C(=CC=C12)C=1C=NN(C1)C1CCNCC1)OC1=NC(=CC=C1)F)C ((S)-cyclopropyl(5-(6-fluoropyridin-2-yloxy)-2-methyl-6-(1-(piperidin-4-yl)-1H-pyrazol-4-yl)-3,4-dihydroquinolin-1(2H)-yl)methanone), C[O-].[Na+] (sodium methoxide). The solvent is CN(C=O)C (N,N-dimethylformamide), C(C)(=O)OCC (ethyl acetate). Conditions: temperature 80 celsius, time 8 hour. The product is C1(CC1)C(=O)N1[C@H](CCC2=C(C(=CC=C12)C=1C=NN(C1)C1CCNCC1)OC1=NC(=CC=C1)OC)C ((S)-cyclopropyl(5-(6-methoxypyridin-2-yloxy)-2-methyl-6-(1-(piperidin-4-yl)-1H-pyrazol-4-yl)-3,4-dihydroquinolin-1(2H)-yl)methanone). As a reaction SMILES: [CH:1]1([C:4]([N:6]2[C:15]3[C:10](=[C:11]([O:27][C:28]4[CH:33]=[CH:32][CH:31]=[C:30](F)[N:29]=4)[C:12]([C:16]4[CH:17]=[N:18][N:19]([CH:21]5[CH2:26][CH2:25][NH:24][CH2:23][CH2:22]5)[CH:20]=4)=[CH:13][CH:14]=3)[CH2:9][CH2:8][C@@H:7]2[CH3:35])=[O:5])[CH2:3][CH2:2]1.[CH3:36][O-:37].[Na+]>CN(C)C=O.C(OCC)(=O)C>[CH:1]1([C:4]([N:6]2[C:15]3[C:10](=[C:11]([O:27][C:28]4[CH:33]=[CH:32][CH:31]=[C:30]([O:37][CH3:36])[N:29]=4)[C:12]([C:16]4[CH:17]=[N:18][N:19]([CH:21]5[CH2:26][CH2:25][NH:24][CH2:23][CH2:22]5)[CH:20]=4)=[CH:13][CH:14]=3)[CH2:9][CH2:8][C@@H:7]2[CH3:35])=[O:5])[CH2:3][CH2:2]1 |f:1.2|. Reported procedure: A mixture of (S)-cyclopropyl(5-(6-fluoropyridin-2-yloxy)-2-methyl-6-(1-(piperidin-4-yl)-1H-pyrazol-4-yl)-3,4-dihydroquinolin-1(2H)-yl)methanone (0.024 g, 0.05 mmol), and sodium methoxide (0.015 g, 0.28 mmol) in N,N-dimethylformamide (1 mL) stirred overnight at 80° C. The reaction mixture was cooled to room temperature, diluted with ethyl acetate (15 mL), washed with brine (2×5 mL), dried over anhydrous sodium sulfate, filtered, and concentrated under vacuum. The residue was purified by preparati... The product is COC(C\N=C\1/NCCOC2=C1C=C(C=C2)C2=CC=C(C=C2)C(F)(F)F)OC ((Z)-2,2-dimethoxy-N-(7-(4-(trifluoromethyl)phenyl)-3,4-dihydrobenzo[f][1,4]oxazepin-5(2H)-ylidene)ethanamine). Reported procedure: A solution of 5-chloro-7-(4-(trifluoromethyl)phenyl)-2,3-dihydrobenzo[f][1,4]oxazepine (11.7 mmol) in 2,2-dimethoxyethanamine (20 mL) was heated at 100° C. for 1 hour. The reaction mixture was concentrated to give (Z)-2,2-dimethoxy-N-(7-(4-(trifluoromethyl)phenyl)-3,4-dihydrobenzo[f][1,4]oxazepin-5(2H)-ylidene)ethanamine as an oil. The crude material was dissolved in toluene (80 mL) and PPTS (6.0 g) was added and the mixture was refluxed for 5 h. The reaction mixture partitioned between ethyl ac... RXN SMILES: Cl[C:2]1[C:8]2[CH:9]=[C:10]([C:13]3[CH:18]=[CH:17][C:16]([C:19]([F:22])([F:21])[F:20])=[CH:15][CH:14]=3)[CH:11]=[CH:12][C:7]=2[O:6][CH2:5][CH2:4][N:3]=1.[CH3:23][O:24][CH:25]([O:28][CH3:29])[CH2:26][NH2:27]>>[CH3:23][O:24][CH:25]([O:28][CH3:29])[CH2:26]/[N:27]=[C:2]1\[NH:3][CH2:4][CH2:5][O:6][C:7]2[CH:12]=[CH:11][C:10]([C:13]3[CH:18]=[CH:17][C:16]([C:19]([F:20])([F:21])[F:22])=[CH:15][CH:14]=3)=[CH:9][C:8]\1=2. The reactants are ClC1=NCCOC2=C1C=C(C=C2)C2=CC=C(C=C2)C(F)(F)F (5-chloro-7-(4-(trifluoromethyl)phenyl)-2,3-dihydrobenzo[f][1,4]oxazepine), COC(CN)OC (2,2-dimethoxyethanamine).